This data is from the Open Reaction Database (ORD), a public repository of structured organic reaction records. The task is: describe an organic reaction: reactants, conditions, products, and yield The reactants are [Na] (sodium), OC1=CC=C(C=C1)C(C)=O (p-hydroxyacetophenone), ClC1=C(C(=O)O)C=CC=N1 (2-chloronicotinic acid). Solvent: CO (methanol). Conditions: time 2.5 hour. The product is C(C)(=O)C1=CC=C(OC2=C(C(=O)O)C=CC=N2)C=C1 (2-(p-acetylphenoxy)nicotinic acid). RXN SMILES: [Na].[OH:2][C:3]1[CH:8]=[CH:7][C:6]([C:9](=[O:11])[CH3:10])=[CH:5][CH:4]=1.Cl[C:13]1[N:21]=[CH:20][CH:19]=[CH:18][C:14]=1[C:15]([OH:17])=[O:16]>CO>[C:9]([C:6]1[CH:7]=[CH:8][C:3]([O:2][C:13]2[N:21]=[CH:20][CH:19]=[CH:18][C:14]=2[C:15]([OH:17])=[O:16])=[CH:4][CH:5]=1)(=[O:11])[CH3:10] |^1:0|. Procedure details: To a solution of 1.03 g of metallic sodium in 27 ml of methanol are added 10 g of p-hydroxyacetophenone and 3.36 g of 2-chloronicotinic acid. The methanol is removed by raising the temperature. The mixture is allowed to stand at 160°-170°C for 2.5 hours. Water is added to the reaction mixture, and the precipitate (excess p-hydroxyacetophenone) is removed by filtration. The filtrate is acidified with hydrochloric acid to yield crystals. The crystals are filtered off, washed with water and chlorof... The reactants are N(=O)[O-].[Na+] (sodium nitrite), N(=O)[O-].[Na+] (sodium nitrite), ClC1=NC(=NC(=C1)OC(F)F)SC (4-chloro-6-difluoromethoxy-2-methylthiopyrimidine). Run in CN(C=O)C (dimethylformamide), CN(C=O)C (dimethylformamide). Conditions: time 50 minute. Product: FC(OC1=NC(=NC(=C1)O)SC)F (4-difluoromethoxy-6-hydroxy-2-methylthiopyrimidine). Isolated yield 70.8%. RXN SMILES: N([O-])=[O:2].[Na+].Cl[C:6]1[CH:11]=[C:10]([O:12][CH:13]([F:15])[F:14])[N:9]=[C:8]([S:16][CH3:17])[N:7]=1>CN(C)C=O>[F:14][CH:13]([F:15])[O:12][C:10]1[CH:11]=[C:6]([OH:2])[N:7]=[C:8]([S:16][CH3:17])[N:9]=1 |f:0.1|. Procedure: Over 50 minutes, a solution of 8.8 g (0.127 mole) of sodium nitrite in 10 ml of dimethylformamide is added dropwise at 140° C. to a solution of 8.7 g (0.038 mole) of 4-chloro-6-difluoromethoxy-2-methylthiopyrimidine in 10 ml of dimethylformamide. When the addition of the sodium nitrite is complete, the mixture is stirred for 2 hours at 140° to 150° C. The solvent is then evaporated off in vacuo and the residue is crystallised from 1N hydrochloric acid, affording 5.6 g (70% of theory) of 4-difluo... Starting materials: [Si](C)(C)(C(C)(C)C)OC[C@H]1N(C[C@H](C(=C1)C1CC1)O)C(=O)OC(C)(C)C ((2S,5S)-tert-butyl 2-((tert-butyldimethylsilyloxy)methyl)-4-cyclopropyl-5-hydroxy-5,6-dihydropyridine-1(2H)-carboxylate), [Si](C)(C)(C(C)(C)C)OC[C@H]1N(C[C@H](C(=C1)C1CC1)O)C(=O)OC(C)(C)C ((2S,5S)-tert-butyl 2-((tert-butyldimethylsilyloxy)methyl)-4-cyclopropyl-5-hydroxy-5,6-dihydropyridine-1(2H)-carboxylate), C(C=C)ONS(=O)(=O)C1=C(C=CC=C1)[N+](=O)[O-] (N-(allyloxy)-2-nitrobenzenesulfonamide), C(C=C)ONS(=O)(=O)C1=C(C=CC=C1)[N+](=O)[O-] (N-(allyloxy)-2-nitrobenzenesulfonamide), C(C=C)ON(S(=O)(=O)C1=C(C=CC=C1)[N+](=O)[O-])[C@@H]1C(=C[C@H](N(C1)C(=O)OC(C)(C)C)CO[Si](C)(C)C(C)(C)C)C ((2S,5R)-tert-butyl 5-(N-(allyloxy)-2-nitrophenylsulfonamido)-2-((tert-butyldimethylsilyloxy)methyl)-4-methyl-5,6-dihydropyridine-1(2H)-carboxylate). Product: C(C=C)ON(S(=O)(=O)C1=C(C=CC=C1)[N+](=O)[O-])[C@@H]1C(=C[C@H](N(C1)C(=O)OC(C)(C)C)CO[Si](C)(C)C(C)(C)C)C1CC1 ((2S,5R)-tert-butyl 5-(N-(allyloxy)-2-nitrophenylsulfonamido)-2-((tert-butyldimethylsilyloxy)methyl)-4-cyclopropyl-5,6-dihydropyridine-1(2H)-carboxylate), oil. Yield: 74.0%. Reaction SMILES: [Si:1]([O:8][CH2:9][C@@H:10]1[CH:15]=[C:14]([CH:16]2[CH2:18][CH2:17]2)[C@H:13](O)[CH2:12][N:11]1[C:20]([O:22][C:23]([CH3:26])([CH3:25])[CH3:24])=[O:21])([C:4]([CH3:7])([CH3:6])[CH3:5])([CH3:3])[CH3:2].[CH2:27]([O:30][NH:31][S:32]([C:35]1[CH:40]=[CH:39][CH:38]=[CH:37][C:36]=1[N+:41]([O-:43])=[O:42])(=[O:34])=[O:33])[CH:28]=[CH2:29].C(ON([C@H]1CN(C(OC(C)(C)C)=O)[C@H](CO[Si](C(C)(C)C)(C)C)C=C1C)S(C1C=CC=CC=1[N+]([O-])=O)(=O)=O)C=C>>[CH2:27]([O:30][N:31]([C@H:13]1[CH2:12][N:11]([C:20]([O:22][C:23]([CH3:26])([CH3:24])[CH3:25])=[O:21])[C@H:10]([CH2:9][O:8][Si:1]([C:4]([CH3:6])([CH3:7])[CH3:5])([CH3:2])[CH3:3])[CH:15]=[C:14]1[CH:16]1[CH2:17][CH2:18]1)[S:32]([C:35]1[CH:40]=[CH:39][CH:38]=[CH:37][C:36]=1[N+:41]([O-:43])=[O:42])(=[O:34])=[O:33])[CH:28]=[CH2:29]. Reported procedure: The title compound was prepared from (2S,5S)-tert-butyl 2-((tert-butyldimethylsilyloxy)methyl)-4-cyclopropyl-5-hydroxy-5,6-dihydropyridine-1(2H)-carboxylate (Intermediate 264, 3 g, 7.82 mmol) and N-(allyloxy)-2-nitrobenzenesulfonamide (Intermediate 9, 2.020 g, 7.82 mmol) following the procedure described for Intermediate 10. The desired product was obtained as a yellow oil (3.62 g, 74%). Reactants: COC(=O)C(C#N)=C(O)c1cc(F)c(F)c(F)c1F, Cl, O. Product: N#CCC(=O)c1cc(F)c(F)c(F)c1F. Reaction SMILES: [C:1](#[N:2])[C:3]([C:4]([O:5][CH3:6])=[O:7])=[C:8]([c:9]1[c:10]([F:18])[c:11]([F:17])[c:12]([F:16])[c:13]([F:15])[cH:14]1)[OH:19].[ClH:20].[OH2:21]>>[C:1](#[N:2])[CH2:3][C:8]([c:9]1[c:10]([F:18])[c:11]([F:17])[c:12]([F:16])[c:13]([F:15])[cH:14]1)=[O:19]. The reactants are N1CCC(CC1)NC(OC(C)(C)C)=O (t-butyl piperidin-4-ylcarbamate), FC1=CC=C(C=C1)[N+](=O)[O-] (4-fluoronitrobenzene), C([O-])([O-])=O.[K+].[K+] (potassium carbonate). The solvent is C(C)O (ethanol), O (water). The product is [N+](=O)([O-])C1=CC=C(C=C1)N1CCC(CC1)NC(OC(C)(C)C)=O (t-butyl 1-(4-nitrophenyl)piperidin-4-ylcarbamate). Procedure: A stirred solution of the t-butyl piperidin-4-ylcarbamate (1 equiv.), 4-fluoronitrobenzene (1 equiv.), and potassium carbonate (1 equiv.) in ethanol was heated at reflux temperature under nitrogen for 18 h, cooled, diluted with water and extracted with CH2Cl2. The combined extracts were dried over MgSO4 and concentrated in vacuo to give a solid residue. The solid was triturated with 20:80 ethyl acetate:hexanes and filtered. The filtercake was air-dried to afford t-butyl 1-(4-nitrophenyl)piperidi... RXN SMILES: [NH:1]1[CH2:6][CH2:5][CH:4]([NH:7][C:8](=[O:14])[O:9][C:10]([CH3:13])([CH3:12])[CH3:11])[CH2:3][CH2:2]1.F[C:16]1[CH:21]=[CH:20][C:19]([N+:22]([O-:24])=[O:23])=[CH:18][CH:17]=1.C(=O)([O-])[O-].[K+].[K+]>C(O)C.O>[N+:22]([C:19]1[CH:20]=[CH:21][C:16]([N:1]2[CH2:2][CH2:3][CH:4]([NH:7][C:8](=[O:14])[O:9][C:10]([CH3:11])([CH3:13])[CH3:12])[CH2:5][CH2:6]2)=[CH:17][CH:18]=1)([O-:24])=[O:23] |f:2.3.4|.